From a dataset of the Open Reaction Database (ORD), a public repository of structured organic reaction records. describe an organic reaction: reactants, conditions, products, and yield Yields the product CC1=C(C#N)C(c2ccc(C#N)cc2)n2nc(NC(=O)C(C)(C)C)nc2N1c1cccc(C(F)(F)F)c1. Reaction SMILES: [CH2:46]1[O:47][CH2:48][CH2:49][CH2:50]1.[CH3:39][C:40]([C:41](=[O:42])[Cl:43])([CH3:44])[CH3:45].[ClH:1].[NH2:2][c:3]1[n:4][n:5]2[c:6]([n:32]1)[N:7]([c:22]1[cH:23][c:24]([C:28]([F:29])([F:30])[F:31])[cH:25][cH:26][cH:27]1)[C:8]([CH3:21])=[C:9]([C:19]#[N:20])[CH:10]2[c:11]1[cH:12][cH:13][c:14]([C:17]#[N:18])[cH:15][cH:16]1.[cH:33]1[cH:34][cH:35][n:36][cH:37][cH:38]1>>[NH:2]([c:3]1[n:4][n:5]2[c:6]([n:32]1)[N:7]([c:22]1[cH:23][c:24]([C:28]([F:29])([F:30])[F:31])[cH:25][cH:26][cH:27]1)[C:8]([CH3:21])=[C:9]([C:19]#[N:20])[CH:10]2[c:11]1[cH:12][cH:13][c:14]([C:17]#[N:18])[cH:15][cH:16]1)[C:41]([C:40]([CH3:39])([CH3:44])[CH3:45])=[O:42]. Starting materials: C1CCOC1, CC(C)(C)C(=O)Cl, Cl, CC1=C(C#N)C(c2ccc(C#N)cc2)n2nc(N)nc2N1c1cccc(C(F)(F)F)c1, c1ccncc1. Starting materials: Cl.C(C)(C)(C)OC([C@@H](N)C(C)C)=O (L-valine tert-butyl ester hydrochloride), C([O-])(O)=O.[Na+] (sodium bicarbonate). Solvent: ClCCl (dichloromethane). As a reaction SMILES: Cl.[C:2]([O:6][C:7](=[O:13])[C@H:8]([CH:10]([CH3:12])[CH3:11])[NH2:9])([CH3:5])([CH3:4])[CH3:3].C(=O)(O)[O-].[Na+]>ClCCl>[C:2]([O:6][C:7](=[O:13])[C@H:8]([CH:10]([CH3:11])[CH3:12])[NH2:9])([CH3:5])([CH3:4])[CH3:3] |f:0.1,2.3|. Yields the product C(C)(C)(C)OC([C@@H](N)C(C)C)=O (L-valine tert-butyl ester). Reported procedure: L-valine tert-butyl ester hydrochloride (3.2 g, 15.259 mmol) was partitioned between dichloromethane and a saturated solution of sodium bicarbonate. The aqueous layer was extracted with dichloromethane. The organics were combined, filtered through a phase separator and the volatiles were removed in vacuo to provide L-valine tert-butyl ester as a colourless oil which was dissolved in anhydrous dichloroethane (40 mL). This solution was treated with a solution of trimethylaluminum (15.2 mL, 30.516 ... Isolated yield 52.0%. Product: OC[C@@H]1CCC[C@@H](O1)C(NO/C(/C(=O)OCC)=C/C(=O)OCC)=N (Diethyl 2-((2R,6S)-6-(hydroxymethyl) tetrahydro-2H-pyran-2-carboximidamidooxy)maleate). Reaction conditions: temperature 60 celsius, time 3 hour. Starting materials: C(C)(=O)OC[C@H]1O[C@H](C=C[C@@H]1OC(C)=O)C(NO)=N (((2R,3S,6R)-3-acetoxy-6-(N-hydroxycarbamimidoyl)-3,6-dihydro-2H-pyran-2-yl)methyl acetate), C(C)OC(=O)C#CC(=O)OCC (diethylacetylenedicarboxylate). Reaction SMILES: C([O:4][CH2:5][C@@H:6]1[C@@H:11](OC(=O)C)[CH:10]=[CH:9][C@H:8]([C:16](=[NH:19])[NH:17][OH:18])[O:7]1)(=O)C.[CH2:20]([O:22][C:23]([C:25]#[C:26][C:27]([O:29][CH2:30][CH3:31])=[O:28])=[O:24])[CH3:21]>CCO>[OH:4][CH2:5][C@H:6]1[O:7][C@@H:8]([C:16](=[NH:19])[NH:17][O:18]/[C:26](=[CH:25]/[C:23]([O:22][CH2:20][CH3:21])=[O:24])/[C:27]([O:29][CH2:30][CH3:31])=[O:28])[CH2:9][CH2:10][CH2:11]1. Solvent: CCO (EtOH). Reported procedure: To ((2R,3S,6R)-3-acetoxy-6-(N-hydroxycarbamimidoyl)-3,6-dihydro-2H-pyran-2-yl)methyl acetate (2.33 g, 13.4 mmol) in EtOH (15 mL) was added diethylacetylenedicarboxylate (3.20 mL, 20.1 mmol) and the reaction mixture was stirred at 60° C. for 3 h. The solvent was removed in vacuo to afford 2.40 g (52% yield) of the title compound as an amber oil. LCMS (+ESI, M+H+) m/z 345.